From a dataset of the Open Reaction Database (ORD), a public repository of structured organic reaction records. describe an organic reaction: reactants, conditions, products, and yield Starting materials: FC1=CC=2C3=C(NC2C=C1)C1CCN(C3)CC1 (9-fluoro-3,4,5,6-tetrahydro-1H-2,5-ethanoazepino[4,3-b]indole), BrC1=NC(=CC=C1)N1N=CC=C1 (2-bromo-6-(1H-pyrazol-1-yl)pyridine). Product: FC1=CC=2C3=C(N(C2C=C1)C1=NC(=CC=C1)N1N=CC=C1)C1CCN(C3)CC1 (9-fluoro-6-[6-(1H-pyrazol-1-yl)pyridin-2-yl]-3,4,5,6-tetrahydro-1H-2,5-ethanoazepino[4,3-b]indole). Reaction SMILES: [F:1][C:2]1[CH:10]=[CH:9][C:8]2[NH:7][C:6]3[CH:11]4[CH2:17][CH2:16][N:14]([CH2:15][C:5]=3[C:4]=2[CH:3]=1)[CH2:13][CH2:12]4.Br[C:19]1[CH:24]=[CH:23][CH:22]=[C:21]([N:25]2[CH:29]=[CH:28][CH:27]=[N:26]2)[N:20]=1>>[F:1][C:2]1[CH:10]=[CH:9][C:8]2[N:7]([C:19]3[CH:24]=[CH:23][CH:22]=[C:21]([N:25]4[CH:29]=[CH:28][CH:27]=[N:26]4)[N:20]=3)[C:6]3[CH:11]4[CH2:12][CH2:13][N:14]([CH2:15][C:5]=3[C:4]=2[CH:3]=1)[CH2:16][CH2:17]4. Procedure: The reaction of 9-fluoro-3,4,5,6-tetrahydro-1H-2,5-ethanoazepino[4,3-b]indole (230 mg, 1.0 mmol; Example 161) and 2-bromo-6-(1H-pyrazol-1-yl)pyridine (336 mg, 1.5 mmol; Maybridge) was performed as described in Example 68 to afford the title compound: 1H NMR (300 MHz, methanol-d4) δ ppm 1.99-2.14 (m, 2H) 2.15-2.30 (m, 2H) 3.09-3.29 (m, 5H) 4.29 (s, 2H) 6.52-6.57 (m, 1H) 6.90 (td, J=9, 3 Hz, 1H) 7.11 (dd, J=9, 3 Hz, 1H) 7.37 (d, J=8 Hz, 1H) 7.43 (dd, J=9, 4 Hz, 1H) 7.80 (s, 1H) 7.97 (d, J=8 Hz, 1H...